Dataset: the Open Reaction Database (ORD), a public repository of structured organic reaction records. Task: describe an organic reaction: reactants, conditions, products, and yield The reactants are NCCCCC=1C=C2C=CC(=CC2=CC1)OCCCNC(OC(C)(C)C)=O (tert-Butyl 3-[6-(4-aminobutyl)naphthalen-2-yloxy]propylcarbamate), NC=1C(=NC(=C(N1)N)Cl)C(=O)NC(=N)SC (methyl 3,5-diamino-6-chloropyrazine-2-carbonylcarbamimidothioate), CCN(C(C)C)C(C)C (DIPEA). Run in CCO (EtOH). Reaction conditions: temperature 70 celsius. Product: NC=1C(=NC(=C(N1)N)Cl)C(=O)NC(NCCCCC=1C=C2C=CC(=CC2=CC1)OCCCNC(OC(C)(C)C)=O)=N (tert-Butyl 3-(6-{4-[3-(3,5-diamino-6-chloropyrazine-2-carbonyl)guanidino]butyl}naphthalen-2-yloxy)propylcarbamate). Isolated yield 84.2%. Reaction SMILES: [NH2:1][CH2:2][CH2:3][CH2:4][CH2:5][C:6]1[CH:7]=[C:8]2[C:13](=[CH:14][CH:15]=1)[CH:12]=[C:11]([O:16][CH2:17][CH2:18][CH2:19][NH:20][C:21](=[O:27])[O:22][C:23]([CH3:26])([CH3:25])[CH3:24])[CH:10]=[CH:9]2.[NH2:28][C:29]1[C:30]([C:37]([NH:39][C:40](SC)=[NH:41])=[O:38])=[N:31][C:32]([Cl:36])=[C:33]([NH2:35])[N:34]=1.CCN(C(C)C)C(C)C>CCO>[NH2:28][C:29]1[C:30]([C:37]([NH:39][C:40](=[NH:41])[NH:1][CH2:2][CH2:3][CH2:4][CH2:5][C:6]2[CH:7]=[C:8]3[C:13](=[CH:14][CH:15]=2)[CH:12]=[C:11]([O:16][CH2:17][CH2:18][CH2:19][NH:20][C:21](=[O:27])[O:22][C:23]([CH3:24])([CH3:26])[CH3:25])[CH:10]=[CH:9]3)=[O:38])=[N:31][C:32]([Cl:36])=[C:33]([NH2:35])[N:34]=1. Procedure details: To a solution of carbamate 88 (500 mg, 1.34 mmol) and methyl 3,5-diamino-6-chloropyrazine-2-carbonylcarbamimidothioate (10, 790 mg, 2.01 mmol) in EtOH (30 mL) was added DIPEA (1.75 mL, 9.39 mmol) at room temperature. The reaction mixture was heated at 70° C. in a sealed tube for 2 h, then cooled to room temperature, and concentrated in vacuo. The residue was purified by column chromatography (silica gel, 90:9:1 CHCl3/CH3OH/NH4OH) to afford carbamate 89 (660 mg, 84%) as a yellow solid: 1H NMR (30...